The task is: describe an organic reaction: reactants, conditions, products, and yield. This data is from the Open Reaction Database (ORD), a public repository of structured organic reaction records. Starting materials: Cc1cc(C(=O)CBr)c(C)o1, CCCC[N+](CCCC)(CCCC)CCCC, CCOC(=O)c1cnc(C)[nH]c1=O, COCCOC, [F-]. The product is CCOC(=O)c1cnc(C)n(CC(=O)c2cc(C)oc2C)c1=O. As a reaction SMILES: [Br:32][CH2:33][C:34](=[O:35])[c:36]1[c:37]([CH3:42])[o:38][c:39]([CH3:41])[cH:40]1.[CH2:15]([N+:16]([CH2:17][CH2:18][CH2:19][CH3:20])([CH2:21][CH2:22][CH2:23][CH3:24])[CH2:25][CH2:26][CH2:27][CH3:28])[CH2:29][CH2:30][CH3:31].[CH2:1]([CH3:2])[O:3][C:4](=[O:5])[c:6]1[c:7](=[O:13])[nH:8][c:9]([CH3:12])[n:10][cH:11]1.[CH3:43][O:44][CH2:45][CH2:46][O:47][CH3:48].[F-:14]>>[CH2:1]([CH3:2])[O:3][C:4](=[O:5])[c:6]1[c:7](=[O:13])[n:8]([CH2:33][C:34](=[O:35])[c:36]2[c:37]([CH3:42])[o:38][c:39]([CH3:41])[cH:40]2)[c:9]([CH3:12])[n:10][cH:11]1. Reactants: C(C)(C)(C)O[C@H](C(=O)OCC)C1=C(C2=C(N=C(S2)C=2N=C(N(C2)C)C=2C=C3C=NN(C3=CC2)C)C=C1C)C1=CC=C(C=C1)Cl ((S)-ethyl 2-tert-butoxy-2-(7-(4-chlorophenyl)-5-methyl-2-(1-methyl-2-(1-methyl-1H-indazol-5-yl)-1H-imidazol-4-yl)benzo[d]thiazol-6-yl)acetate), [OH-].[Na+] (NaOH). Solvent: C1CCOC1 (THF), O (water). Reaction conditions: temperature 30 celsius, time 17 hour. Yields the product C(C)(C)(C)O[C@H](C(=O)O)C1=C(C2=C(N=C(S2)C=2N=C(N(C2)C)C=2C=C3C=NN(C3=CC2)C)C=C1C)C1=CC=C(C=C1)Cl ((S)-2-tert-butoxy-2-(7-(4-chlorophenyl)-5-methyl-2-(1-methyl-2-(1-methyl-1H-indazol-5-yl)-1H-imidazol-4-yl)benzo[d]thiazol-6-yl)acetic acid). RXN SMILES: [C:1]([O:5][C@@H:6]([C:12]1[C:36]([CH3:37])=[CH:35][C:15]2[N:16]=[C:17]([C:19]3[N:20]=[C:21]([C:25]4[CH:26]=[C:27]5[C:31](=[CH:32][CH:33]=4)[N:30]([CH3:34])[N:29]=[CH:28]5)[N:22]([CH3:24])[CH:23]=3)[S:18][C:14]=2[C:13]=1[C:38]1[CH:43]=[CH:42][C:41]([Cl:44])=[CH:40][CH:39]=1)[C:7]([O:9]CC)=[O:8])([CH3:4])([CH3:3])[CH3:2].[OH-].[Na+]>C1COCC1.O>[C:1]([O:5][C@@H:6]([C:12]1[C:36]([CH3:37])=[CH:35][C:15]2[N:16]=[C:17]([C:19]3[N:20]=[C:21]([C:25]4[CH:26]=[C:27]5[C:31](=[CH:32][CH:33]=4)[N:30]([CH3:34])[N:29]=[CH:28]5)[N:22]([CH3:24])[CH:23]=3)[S:18][C:14]=2[C:13]=1[C:38]1[CH:39]=[CH:40][C:41]([Cl:44])=[CH:42][CH:43]=1)[C:7]([OH:9])=[O:8])([CH3:4])([CH3:2])[CH3:3] |f:1.2|. Procedure details: In a 25 mL round bottom flask, (S)-ethyl 2-tert-butoxy-2-(7-(4-chlorophenyl)-5-methyl-2-(1-methyl-2-(1-methyl-1H-indazol-5-yl)-1H-imidazol-4-yl)benzo[d]thiazol-6-yl)acetate 15 mg, 0.024 mmol) was dissolved in THF (1.5 mL) EtOH (0.7 mL) and water (0.5 mL). Then aqueous NaOH (2 N) (0.4 mL) was added. The reaction mixture was stirred at 30° C. in oil bath for 17 h. The resulting reaction mixture was concentrated. The residue was purified on Gilson reverse phase HPLC with CH3CN and water (10 mL) to ...